From a dataset of the Open Reaction Database (ORD), a public repository of structured organic reaction records. describe an organic reaction: reactants, conditions, products, and yield Starting materials: [NH4+].[Cl-] (NH4Cl), FC1=CC(=C(C=C1)C1=C(C=NC=C1)N(C(C1=CC(=CC(=C1)C(F)(F)F)S)=O)C)OC (N-(4-(4-fluoro-2-methoxyphenyl)pyridin-3-yl)-3-mercapto-N-methyl-5-(trifluoromethyl)benzamide), IC1CN(C1)C(=O)OC(C)(C)C (tert-butyl 3-iodoazetidine-1-carboxylate), CCN(C(C)C)C(C)C (DIPEA). The solvent is CCOC(=O)C (EtOAc), C(C)#N (acetonitrile). The product is C(C)(C)(C)OC(=O)N1CC(C1)SC1=CC(=CC(=C1)C(F)(F)F)C(N(C)C=1C=NC=CC1C1=C(C=C(C=C1)F)OC)=O (3-(3-{[4-(4-Fluoro-2-methoxy-phenyl)-pyridin-3-yl]-methyl-carbamoyl}-5-trifluoromethyl-phenylsulfanyl)-azetidine-1-carboxylic acid tert-butyl ester). RXN SMILES: [F:1][C:2]1[CH:7]=[CH:6][C:5]([C:8]2[CH:13]=[CH:12][N:11]=[CH:10][C:9]=2[N:14]([CH3:28])[C:15](=[O:27])[C:16]2[CH:21]=[C:20]([C:22]([F:25])([F:24])[F:23])[CH:19]=[C:18]([SH:26])[CH:17]=2)=[C:4]([O:29][CH3:30])[CH:3]=1.CCN(C(C)C)C(C)C.I[CH:41]1[CH2:44][N:43]([C:45]([O:47][C:48]([CH3:51])([CH3:50])[CH3:49])=[O:46])[CH2:42]1.[NH4+].[Cl-]>C(#N)C.CCOC(C)=O>[C:48]([O:47][C:45]([N:43]1[CH2:44][CH:41]([S:26][C:18]2[CH:19]=[C:20]([C:22]([F:25])([F:24])[F:23])[CH:21]=[C:16]([C:15](=[O:27])[N:14]([C:9]3[CH:10]=[N:11][CH:12]=[CH:13][C:8]=3[C:5]3[CH:6]=[CH:7][C:2]([F:1])=[CH:3][C:4]=3[O:29][CH3:30])[CH3:28])[CH:17]=2)[CH2:42]1)=[O:46])([CH3:51])([CH3:49])[CH3:50] |f:3.4|. Procedure: To a suspension of N-(4-(4-fluoro-2-methoxyphenyl)pyridin-3-yl)-3-mercapto-N-methyl-5-(trifluoromethyl)benzamide (0.35 g, 802 μmol, example 216, intermediate a) in acetonitrile (4 mL) was added DIPEA (259 mg, 350 μL, 2.00 mmol). The instantly formed yellow solution was treated with tert-butyl 3-iodoazetidine-1-carboxylate (284 mg, 1.0 mmol) and heated to reflux for 75 minutes. The reaction mixture was poured on saturated aqueous NH4Cl solution and EtOAc and the layers were separated. The aqueous... Starting materials: FC(S(=O)(=O)OC)(F)F (methyl trifluoromethanesulfonate), C(C1=CC=CC=C1)ON=C(C1=NC=CC=C1)C1=CC=CC=C1 (phenyl(pyridin-2-yl)methanone O-benzyloxime). Solvent: C(C)OCC (diethyl ether). Run at time 3 hour. The product is FC(S(=O)(=O)[O-])(F)F.C(C1=CC=CC=C1)ON=C(C1=[N+](C=CC=C1)C)C1=CC=CC=C1 (2-(Benzyloxyiminophenylmethyl)-1-methylpyridinium trifluoromethanesulfonate). Reaction SMILES: [F:1][C:2]([F:9])([F:8])[S:3]([O:6]C)(=[O:5])=[O:4].[CH2:10]([O:17][N:18]=[C:19]([C:26]1[CH:31]=[CH:30][CH:29]=[CH:28][CH:27]=1)[C:20]1[CH:25]=[CH:24][CH:23]=[CH:22][N:21]=1)[C:11]1[CH:16]=[CH:15][CH:14]=[CH:13][CH:12]=1>C(OCC)C>[F:1][C:2]([F:9])([F:8])[S:3]([O-:6])(=[O:5])=[O:4].[CH2:10]([O:17][N:18]=[C:19]([C:26]1[CH:31]=[CH:30][CH:29]=[CH:28][CH:27]=1)[C:20]1[CH:25]=[CH:24][CH:23]=[CH:22][N+:21]=1[CH3:2])[C:11]1[CH:12]=[CH:13][CH:14]=[CH:15][CH:16]=1 |f:3.4|. Reported procedure: 17.4 ml (120 mmol) of methyl trifluoromethanesulfonate are added dropwise at 0° C. to a suspension of 35 g (120 mmol) of phenyl(pyridin-2-yl)methanone O-benzyloxime in 200 ml of diethyl ether, and the mixture is stirred at room temperature for 3 h. Reactants: CC(C)C=O, ClCc1ccc(Cl)cc1, I, [Mg]. Product: CC(C)C(O)Cc1ccc(Cl)cc1. RXN SMILES: [CH:12]([CH:13]([CH3:14])[CH3:15])=[O:16].[Cl:3][c:4]1[cH:5][cH:6][c:7]([CH2:10][Cl:11])[cH:8][cH:9]1.[I:2].[Mg:1]>>[Cl:3][c:4]1[cH:5][cH:6][c:7]([CH2:10][CH:12]([CH:13]([CH3:14])[CH3:15])[OH:16])[cH:8][cH:9]1. The reactants are CN(C)C=O, O=C1CCC(=O)N1I, COc1c(Br)cc(C)c(C(=O)O)c1N, [Na+], [OH-], O. Yields the product COc1c(N)c(C(=O)O)c(C)c(I)c1Br. As a reaction SMILES: [CH3:9][N:10]([CH3:11])[CH:12]=[O:13].[I:1][N:2]1[C:3](=[O:4])[CH2:5][CH2:6][C:7]1=[O:8].[NH2:14][c:15]1[c:16]([C:17](=[O:18])[OH:19])[c:20]([CH3:27])[cH:21][c:22]([Br:26])[c:23]1[O:24][CH3:25].[Na+:29].[OH-:28].[OH2:30]>>[I:1][c:21]1[c:20]([CH3:27])[c:16]([C:17](=[O:18])[OH:19])[c:15]([NH2:14])[c:23]([O:24][CH3:25])[c:22]1[Br:26]. The reactants are C(C)OC(CCC1CCCC1)=O (3-cyclopentylpropionic acid ethyl ester), solution, C(C)[Mg]Cl (EtMgCl), C1CCOC1 (THF). Solvent: CCOCC (ether), CCOCC (ether). Reaction conditions: temperature 17.5 celsius, time 8 hour. Product: C1(CCCC1)CCC(CC)(O)CC (5-cyclopentyl-3-ethyl-3-pentanol). The yield is 66.0%. RXN SMILES: [CH2:1]([Mg]Cl)[CH3:2].[CH2:5]1COC[CH2:6]1.C(O[C:13](=[O:21])[CH2:14][CH2:15][CH:16]1[CH2:20][CH2:19][CH2:18][CH2:17]1)C>CCOCC>[CH:16]1([CH2:15][CH2:14][C:13]([CH2:1][CH3:2])([OH:21])[CH2:5][CH3:6])[CH2:17][CH2:18][CH2:19][CH2:20]1. Reported procedure: 31.3 ml of a 2.8 M solution of EtMgCl in THF (87.7 mmol), diluted with 50 ml of anhydrous ether were placed into a 250 ml 4-neck round bottom flask, equipped with a mechanical stirrer and a reflux condenser. Upon cooling to 15-20° C., 6 g (35.16 mmol) of 3-cyclopentylpropionic acid ethyl ester (obtained according to Barret et al., J. Chem. Soc.; 1935, 1065) dissolved into 50 ml of anhydrous ether were added dropwise to the stirred solution at a rate which maintained the pot temperature between 1... The reactants are ClC=1C=C(C(=O)OC)C=C(N1)C (methyl 2-chloro-6-methylisonicotinate), C1(CC1)CC(=O)N (2-cyclopropylacetamide), Carboxylic acid-4. The product is C1(CC1)CC(=O)NC=1C=C(C(=O)OC)C=C(N1)C (methyl 2-(2-cyclopropylacetamido)-6-methylisonicotinate). Isolated yield 67.0%. RXN SMILES: Cl[C:2]1[CH:3]=[C:4]([CH:9]=[C:10]([CH3:12])[N:11]=1)[C:5]([O:7][CH3:8])=[O:6].[CH:13]1([CH2:16][C:17]([NH2:19])=[O:18])[CH2:15][CH2:14]1>>[CH:13]1([CH2:16][C:17]([NH:19][C:2]2[CH:3]=[C:4]([CH:9]=[C:10]([CH3:12])[N:11]=2)[C:5]([O:7][CH3:8])=[O:6])=[O:18])[CH2:15][CH2:14]1. Procedure: The title compound is prepared in 67% yield (316 mg) from methyl 2-chloro-6-methylisonicotinate (350 mg, 1.89 mmol) and 2-cyclopropylacetamide (243 mg, 2.45 mmol) by the similar manner in Step-1 of Carboxylic acid-4. Reactants: CC1=C(N=C(O1)C1=CC=CC=C1)COC1=CC=C(CN2C=C(C(=C2)C2=CC=CC=C2)/C=C/C(=O)OCC)C=C1 (ethyl(E)-3-[1-[4-(5-methyl-2-phenyl-4-oxazolylmethoxy)benzyl]-4-phenyl-3-pyrrolyl]propenoate). Reagents/catalysts: [C].[Pd] (palladium-carbon). Run in O1CCCC1 (tetrahydrofuran). Conditions: time 1 hour. The product is CC1=C(N=C(O1)C1=CC=CC=C1)COC1=CC=C(CN2C=C(C(=C2)C2=CC=CC=C2)CCC(=O)OCC)C=C1 (ethyl 3-[1-[4-(5-methyl-2-phenyl-4-oxazolylmethoxy)benzyl]-4-phenyl-3-pyrrolyl]propionate). The yield is 87.9%. Reaction SMILES: [CH3:1][C:2]1[O:6][C:5]([C:7]2[CH:12]=[CH:11][CH:10]=[CH:9][CH:8]=2)=[N:4][C:3]=1[CH2:13][O:14][C:15]1[CH:39]=[CH:38][C:18]([CH2:19][N:20]2[CH:24]=[C:23]([C:25]3[CH:30]=[CH:29][CH:28]=[CH:27][CH:26]=3)[C:22](/[CH:31]=[CH:32]/[C:33]([O:35][CH2:36][CH3:37])=[O:34])=[CH:21]2)=[CH:17][CH:16]=1>[C].[Pd].O1CCCC1>[CH3:1][C:2]1[O:6][C:5]([C:7]2[CH:12]=[CH:11][CH:10]=[CH:9][CH:8]=2)=[N:4][C:3]=1[CH2:13][O:14][C:15]1[CH:39]=[CH:38][C:18]([CH2:19][N:20]2[CH:24]=[C:23]([C:25]3[CH:26]=[CH:27][CH:28]=[CH:29][CH:30]=3)[C:22]([CH2:31][CH2:32][C:33]([O:35][CH2:36][CH3:37])=[O:34])=[CH:21]2)=[CH:17][CH:16]=1 |f:1.2|. Procedure details: A mixture of ethyl(E)-3-[1-[4-(5-methyl-2-phenyl-4-oxazolylmethoxy)benzyl]-4-phenyl-3-pyrrolyl]propenoate (700 mg), 5% palladium-carbon (1.00 g) and tetrahydrofuran (15 ml) was stirred for one hour at room temperature under a hydrogen atmosphere. After the palladium-carbon was removed by filtration, the filtrate was concentrated. The residue was subjected to silica gel column chromatography, and ethyl 3-[1-[4-(5-methyl-2-phenyl-4-oxazolylmethoxy)benzyl]-4-phenyl-3-pyrrolyl]propionate (618 mg, yi...